From a dataset of the Open Reaction Database (ORD), a public repository of structured organic reaction records. describe an organic reaction: reactants, conditions, products, and yield Starting materials: COC1=C(CC2NCCC3=CC(=C(C=C23)OC)OC)C=CC(=C1OC)OC (1-(2,3,4-Trimethoxy-benzyl)-6,7-dimethoxy-1,2,3,4-tetrahydroisoquinoline), BrCC(=O)Br (2-bromoacetyl bromide), C(C1=CC=CC=C1)N (benzylamine). The product is COC1=C(CC2N(CCC3=CC(=C(C=C23)OC)OC)CC(=O)NCC2=CC=CC=C2)C=CC(=C1OC)OC (2-[1-(2,3,4-Trimethoxy-benzyl)-6,7-dimethoxy-3,4-dihydro-1H-isoquinolin-2-yl]-N-benzyl-acetamide). RXN SMILES: [CH3:1][O:2][C:3]1[C:23]([O:24][CH3:25])=[C:22]([O:26][CH3:27])[CH:21]=[CH:20][C:4]=1[CH2:5][CH:6]1[C:15]2[C:10](=[CH:11][C:12]([O:18][CH3:19])=[C:13]([O:16][CH3:17])[CH:14]=2)[CH2:9][CH2:8][NH:7]1.Br[CH2:29][C:30](Br)=[O:31].[CH2:33]([NH2:40])[C:34]1[CH:39]=[CH:38][CH:37]=[CH:36][CH:35]=1>>[CH3:1][O:2][C:3]1[C:23]([O:24][CH3:25])=[C:22]([O:26][CH3:27])[CH:21]=[CH:20][C:4]=1[CH2:5][CH:6]1[C:15]2[C:10](=[CH:11][C:12]([O:18][CH3:19])=[C:13]([O:16][CH3:17])[CH:14]=2)[CH2:9][CH2:8][N:7]1[CH2:29][C:30]([NH:40][CH2:33][C:34]1[CH:39]=[CH:38][CH:37]=[CH:36][CH:35]=1)=[O:31]. Reported procedure: prepared by reaction of 1-(2,3,4-Trimethoxy-benzyl)-6,7-dimethoxy-1,2,3,4-tetrahydroisoquinoline and 2-bromoacetyl bromide with benzylamine Starting materials: ClC1=C(C=CC(=C1)C(F)(F)F)C#CC(=O)O ((2-chloro-4-trifluoromethylphenyl)propynoic acid), COC=1C=C(C=CC1OCCN1CCC(CC1)OC)N (3-methoxy-4-[2-(4-methoxypiperidin-1-yl)ethoxy]phenylamine). Run in ClCCl.CO (dichloromethane methanol). Product: COC=1C=C(C=CC1OCCN1CCC(CC1)OC)NC(C#CC1=C(C=C(C=C1)C(F)(F)F)Cl)=O (3-(2-chloro-4-trifluoromethylphenyl)propynoic acid-{3-methoxy-4-[2-(4-methoxypiperidin-1-yl)ethoxy]phenyl}amide). Reaction SMILES: [Cl:1][C:2]1[CH:7]=[C:6]([C:8]([F:11])([F:10])[F:9])[CH:5]=[CH:4][C:3]=1[C:12]#[C:13][C:14]([OH:16])=O.[CH3:17][O:18][C:19]1[CH:20]=[C:21]([NH2:36])[CH:22]=[CH:23][C:24]=1[O:25][CH2:26][CH2:27][N:28]1[CH2:33][CH2:32][CH:31]([O:34][CH3:35])[CH2:30][CH2:29]1>ClCCl.CO>[CH3:17][O:18][C:19]1[CH:20]=[C:21]([NH:36][C:14](=[O:16])[C:13]#[C:12][C:3]2[CH:4]=[CH:5][C:6]([C:8]([F:9])([F:10])[F:11])=[CH:7][C:2]=2[Cl:1])[CH:22]=[CH:23][C:24]=1[O:25][CH2:26][CH2:27][N:28]1[CH2:33][CH2:32][CH:31]([O:34][CH3:35])[CH2:30][CH2:29]1 |f:2.3|. Procedure details: Prepared analogously to Example 2.3.f. from 150 mg (0.6 mmol) of (2-chloro-4-trifluoromethylphenyl)propynoic acid and 186 mg (0.66 mmol) of 3-methoxy-4-[2-(4-methoxypiperidin-1-yl)ethoxy]phenylamine. Yield: 20 mg (7% of theory); melting point: 195° C.-197° C.; C25H26ClF3N2O4 (M=510.93); calc.: molecular ion peak (M+H)+: 511/513 (Cl); found: molecular ion peak (M+H)+: (M+H)+: 511/513 (Cl); Rf value: 0.3 (silica gel, dichloromethane/methanol (9:1)). The reactants are CCO, CC(=O)O, Nc1nc(Cl)c2c(n1)CCCS2, [Na], CCOC(=O)C1SCCCC1=O, O. Product: Nc1nc(O)c2c(n1)CCCS2. Reaction SMILES: [CH3:27][CH2:28][OH:29].[CH3:30][C:31](=[O:32])[OH:33].[NH2:1][c:2]1[n:3][c:4]([Cl:12])[c:5]2[c:6]([n:7]1)[CH2:8][CH2:9][CH2:10][S:11]2.[Na:25].[O:13]=[C:14]1[CH2:15][CH2:16][CH2:17][S:18][CH:19]1[C:20]([O:21][CH2:22][CH3:23])=[O:24].[OH2:26]>>[NH2:1][c:2]1[n:3][c:4]([OH:13])[c:5]2[c:6]([n:7]1)[CH2:8][CH2:9][CH2:10][S:11]2.